From a dataset of the Open Reaction Database (ORD), a public repository of structured organic reaction records. describe an organic reaction: reactants, conditions, products, and yield Run at time 8 hour. Starting materials: BrCCCCOC=1C=CC2=C(N=CS2)C1 (5-(4-bromobutoxy)benzo[d]thiazole), [Na+].[I-] (NaI), ClC1=C(C=CC=C1Cl)C1CCNCC1 (4-(2,3-dichlorophenyl)piperidine), C(=O)([O-])[O-].[K+].[K+] (K2CO3). Product: ClC1=C(C=CC=C1Cl)C1CCN(CC1)CCCOC=1C=CC2=C(N=CS2)C1 (5-(3-(4-(2,3-dichlorophenyl)piperidin-1-yl)propoxy)benzo[d]thiazole). Reaction SMILES: BrC[CH2:3][CH2:4][CH2:5][O:6][C:7]1[CH:8]=[CH:9][C:10]2[S:14][CH:13]=[N:12][C:11]=2[CH:15]=1.[Na+].[I-].[Cl:18][C:19]1[C:24]([Cl:25])=[CH:23][CH:22]=[CH:21][C:20]=1[CH:26]1[CH2:31][CH2:30][NH:29][CH2:28][CH2:27]1.C([O-])([O-])=O.[K+].[K+]>CC#N>[Cl:18][C:19]1[C:24]([Cl:25])=[CH:23][CH:22]=[CH:21][C:20]=1[CH:26]1[CH2:31][CH2:30][N:29]([CH2:3][CH2:4][CH2:5][O:6][C:7]2[CH:8]=[CH:9][C:10]3[S:14][CH:13]=[N:12][C:11]=3[CH:15]=2)[CH2:28][CH2:27]1 |f:1.2,4.5.6|. Solvent: CC#N (CH3CN). Isolated yield 62.6%. Reported procedure: A mixture of intermediate 26 (218 mg, 0.8 mmol) and NaI (240 mg, 1.6 mmol) in CH3CN was heated to reflux for 30 min and then cooled to rt. Intermediate 47 (320 mg, 1.2 mmol) and anhydrous K2CO3 (442 mg, 3.8 mmol) were added to the mixture. The resulting mixture was heated to reflux and stirred overnight. Precipitated crystals were filtered off and the filtrate was evaporated under reduced pressure. The residue was extracted with EtOAc. The combined EtOAc layers were washed with brine, dried over... Starting materials: C(=O)(O)C=1OC2=CC=CC(=C2C(C1)=O)OCC(COC1=C(C=CC=C1)C)O (1-(2-carboxychromon-5-yloxy)-2-hydroxy-3-o-cresyloxypropane), C(C)O (ethyl alcohol). Reagents/catalysts: S(O)(O)(=O)=O (sulphuric acid). The solvent is C1=CC=CC=C1 (benzene). Product: C(=O)(OCC)C=1OC2=CC=CC(=C2C(C1)=O)OCC(COC1=C(C=CC=C1)C)O (1-(2-carbethoxychromon-5-yloxy)-2-hydroxy-3-o-cresyloxypropane). Reaction SMILES: [C:1]([C:4]1[O:5][C:6]2[C:11]([C:12](=[O:14])[CH:13]=1)=[C:10]([O:15][CH2:16][CH:17]([OH:27])[CH2:18][O:19][C:20]1[CH:25]=[CH:24][CH:23]=[CH:22][C:21]=1[CH3:26])[CH:9]=[CH:8][CH:7]=2)([OH:3])=[O:2].[CH2:28](O)[CH3:29]>S(=O)(=O)(O)O.C1C=CC=CC=1>[C:1]([C:4]1[O:5][C:6]2[C:11]([C:12](=[O:14])[CH:13]=1)=[C:10]([O:15][CH2:16][CH:17]([OH:27])[CH2:18][O:19][C:20]1[CH:25]=[CH:24][CH:23]=[CH:22][C:21]=1[CH3:26])[CH:9]=[CH:8][CH:7]=2)([O:3][CH2:28][CH3:29])=[O:2]. Procedure details: A mixture of 1-(2-carboxychromon-5-yloxy)-2-hydroxy-3-o-cresyloxypropane (10.0 g), ethyl alcohol (5 ml), benzene (100 ml) and concentrated sulphuric acid (5 drops) were heated together under a Dean and Stark trap for 18 hours. After cooling, the solution was washed successively with sodium bicarbonate solution and water. Removal of the benzene afforded a viscous oil nucleated with crystals. Recrystallization of the crude product from aqueous dioxane gave 1-(2-carbethoxychromon-5-yloxy)-2-hydroxy...